This data is from the Open Reaction Database (ORD), a public repository of structured organic reaction records. The task is: describe an organic reaction: reactants, conditions, products, and yield Starting materials: CCCCCCCn1c(=O)c(C(=O)OCC)c(O)c2ccccc21, C[O-], CO, NO, [Na+]. Product: CCCCCCCn1c(=O)c(C(=O)NO)c(O)c2ccccc21. As a reaction SMILES: [CH2:1]([CH2:2][CH2:3][CH2:4][CH2:5][CH2:6][CH3:7])[n:8]1[c:9](=[O:24])[c:10]([C:19](=[O:20])[O:21][CH2:22][CH3:23])[c:11]([OH:18])[c:12]2[cH:13][cH:14][cH:15][cH:16][c:17]12.[CH3:25][O-:26].[CH3:30][OH:31].[NH2:28][OH:29].[Na+:27]>>[CH2:1]([CH2:2][CH2:3][CH2:4][CH2:5][CH2:6][CH3:7])[n:8]1[c:9](=[O:24])[c:10]([C:19](=[O:20])[NH:28][OH:29])[c:11]([OH:18])[c:12]2[cH:13][cH:14][cH:15][cH:16][c:17]12.